This data is from the Open Reaction Database (ORD), a public repository of structured organic reaction records. The task is: describe an organic reaction: reactants, conditions, products, and yield The reactants are CN(S(=O)(=O)N)C (N,N-Dimethylsulfamide), FC1=C(C(=O)O)C=C(C(=C1)C)F (2,5-difluoro-4-methylbenzoic acid), Cl (hydrochloride), C(C)(C)N(C(C)C)CC (N,N-diisopropylethylamine), C(C)N=C=NCCCN(C)C (1-ethyl-3-(3-dimethylaminopropyl) carbodiimide). The reagents and catalysts are CN(C1=CC=NC=C1)C (4-dimethylaminopyridine). The solvent is ClCCCl (1,2-dichloroethane), ClCCCl (1,2-dichloroethane). Run at temperature 60 celsius. The product is CN(S(=O)(=O)NC(C1=C(C=C(C(=C1)F)C)F)=O)C (N-[(Dimethylamino)sulfonyl]-2,5-difluoro-4-methylbenzamide). The yield is 862.5%. As a reaction SMILES: [F:1][C:2]1[CH:10]=[C:9]([CH3:11])[C:8]([F:12])=[CH:7][C:3]=1[C:4](O)=[O:5].C(N=C=NCCCN(C)C)C.Cl.C(N(CC)C(C)C)(C)C.[CH3:34][N:35]([CH3:40])[S:36]([NH2:39])(=[O:38])=[O:37]>ClCCCl.CN(C)C1C=CN=CC=1>[CH3:34][N:35]([CH3:40])[S:36]([NH:39][C:4](=[O:5])[C:3]1[CH:7]=[C:8]([F:12])[C:9]([CH3:11])=[CH:10][C:2]=1[F:1])(=[O:38])=[O:37]. Procedure: To a suspension of 2,5-difluoro-4-methylbenzoic acid (6.0 g, 3.5 mmol) in 1,2-dichloroethane (100 mL) was added 4-dimethylaminopyridine (10.65 g, 8.7 mmol), 1-ethyl-3-(3-dimethylaminopropyl) carbodiimide:hydrochloride (16.65 g, 8.7 mmol) in 1,2-dichloroethane (60 mL) and N,N-diisopropylethylamine (15 mL, 8.60 mmol) and the mixture stirred at room temperature for 20 minutes. N,N-Dimethylsulfamide (8.64 g, 6.9 mmol) was added to the solution and the mixture heated at 60° C. under nitrogen. After 3... The reactants are C1CCOC1, CC(C)(C)c1cc(C(=O)NCc2cccc([N+](=O)[O-])c2)cc(C(C)(C)C)c1O, CCO, [H][H]. The product is CC(C)(C)c1cc(C(=O)NCc2cccc(N)c2)cc(C(C)(C)C)c1O. As a reaction SMILES: [CH2:34]1[O:35][CH2:36][CH2:37][CH2:38]1.[CH3:1][C:2]([CH3:3])([CH3:4])[c:5]1[cH:6][c:7]([C:8](=[O:9])[NH:10][CH2:11][c:12]2[cH:13][c:14]([N+:18]([O-:19])=[O:20])[cH:15][cH:16][cH:17]2)[cH:21][c:22]([C:25]([CH3:26])([CH3:27])[CH3:28])[c:23]1[OH:24].[CH3:31][CH2:32][OH:33].[H:29][H:30]>>[CH3:1][C:2]([CH3:3])([CH3:4])[c:5]1[cH:6][c:7]([C:8](=[O:9])[NH:10][CH2:11][c:12]2[cH:13][c:14]([NH2:18])[cH:15][cH:16][cH:17]2)[cH:21][c:22]([C:25]([CH3:26])([CH3:27])[CH3:28])[c:23]1[OH:24]. Yields the product CCOC(=O)C(CCCCOC(C)=O)C(=O)OCC. Reactants: CC(=O)OCCCCBr, CCOC(=O)CC(=O)OCC, O=C([O-])[O-], CC#N, [K+], [K+]. As a reaction SMILES: [C:12]([CH3:13])(=[O:14])[O:15][CH2:16][CH2:17][CH2:18][CH2:19][Br:20].[C:1]([CH2:2][C:3](=[O:4])[O:5][CH2:6][CH3:7])(=[O:8])[O:9][CH2:10][CH3:11].[C:21](=[O:22])([O-:23])[O-:24].[CH3:27][C:28]#[N:29].[K+:25].[K+:26]>>[C:1]([CH:2]([C:3](=[O:4])[O:5][CH2:6][CH3:7])[CH2:19][CH2:18][CH2:17][CH2:16][O:15][C:12]([CH3:13])=[O:14])(=[O:8])[O:9][CH2:10][CH3:11]. The reactants are C(CCC)OCCOC1=CC=C(C=C1)C1=CC2=C(N(CCC(=C2)C(=O)OC)CC(C)C)N=C1 (methyl 3-[4-(2-butoxyethoxy)phenyl]-9-isobutyl-8,9-dihydro-7H-pyrido[2,3-b]azepine-6-carboxylate), [OH-].[Na+] (sodium hydroxide), Cl (hydrochloric acid), O (water). The solvent is C1CCOC1 (THF), CO (methanol). Reaction conditions: temperature 90 celsius. The product is C(CCC)OCCOC1=CC=C(C=C1)C1=CC2=C(N(CCC(=C2)C(=O)O)CC(C)C)N=C1 (3-[4-(2-butoxyethoxy)phenyl]-9-isobutyl-8,9-dihydro-7H-pyrido[2,3-b]azepine-6-carboxylic acid). The yield is 93.7%. Reaction SMILES: [CH2:1]([O:5][CH2:6][CH2:7][O:8][C:9]1[CH:14]=[CH:13][C:12]([C:15]2[CH:33]=[N:32][C:18]3[N:19]([CH2:28][CH:29]([CH3:31])[CH3:30])[CH2:20][CH2:21][C:22]([C:24]([O:26]C)=[O:25])=[CH:23][C:17]=3[CH:16]=2)=[CH:11][CH:10]=1)[CH2:2][CH2:3][CH3:4].[OH-].[Na+].O.Cl>C1COCC1.CO>[CH2:1]([O:5][CH2:6][CH2:7][O:8][C:9]1[CH:10]=[CH:11][C:12]([C:15]2[CH:33]=[N:32][C:18]3[N:19]([CH2:28][CH:29]([CH3:30])[CH3:31])[CH2:20][CH2:21][C:22]([C:24]([OH:26])=[O:25])=[CH:23][C:17]=3[CH:16]=2)=[CH:13][CH:14]=1)[CH2:2][CH2:3][CH3:4] |f:1.2|. Procedure: To a solution of methyl 3-[4-(2-butoxyethoxy)phenyl]-9-isobutyl-8,9-dihydro-7H-pyrido[2,3-b]azepine-6-carboxylate (720 mg) in THF (25 ml) and methanol (25 ml) was added a 1 N aqueous sodium hydroxide solution (6.4 ml), and the mixture was heated at 90° C. for 3 hours. After cooling to 0° C., water was added thereto, and the mixture was neutralized with 1 N hydrochloric acid and extracted with ethyl acetate. The organic layer was washed with saturated brine, and dried over magnesium sulfate. The ... Product: CCOC(=O)N(Cc1nc(-c2ccccc2)c(-c2ccccc2)o1)c1cccc(OCC(=O)O)c1. As a reaction SMILES: [CH3:40][CH2:41][OH:42].[Li+:38].[OH-:37].[OH2:39].[c:1]1(-[c:7]2[n:8][c:9]([CH2:18][N:19]([c:20]3[cH:21][c:22]([O:23][CH2:24][C:25](=[O:26])[O:27][CH3:28])[cH:29][cH:30][cH:31]3)[C:32](=[O:33])[O:34][CH2:35][CH3:36])[o:10][c:11]2-[c:12]2[cH:13][cH:14][cH:15][cH:16][cH:17]2)[cH:2][cH:3][cH:4][cH:5][cH:6]1>>[c:1]1(-[c:7]2[n:8][c:9]([CH2:18][N:19]([c:20]3[cH:21][c:22]([O:23][CH2:24][C:25](=[O:26])[OH:27])[cH:29][cH:30][cH:31]3)[C:32](=[O:33])[O:34][CH2:35][CH3:36])[o:10][c:11]2-[c:12]2[cH:13][cH:14][cH:15][cH:16][cH:17]2)[cH:2][cH:3][cH:4][cH:5][cH:6]1. The reactants are CCO, [Li+], [OH-], O, CCOC(=O)N(Cc1nc(-c2ccccc2)c(-c2ccccc2)o1)c1cccc(OCC(=O)OC)c1.